From a dataset of the Open Reaction Database (ORD), a public repository of structured organic reaction records. describe an organic reaction: reactants, conditions, products, and yield Reactants: Example 1 ( a ), C(Cl)(Cl)Cl.CO (chloroform methanol), COC=1C=C2C(N(C=NC2=CC1OC)CCCCl)=O (1-(6,7-dimethoxy-4(3H)-quinazolinone-3-yl)-3-chloro-propane), COC=1C=C(C=CC1OC)CCNCC1=CC=CC=C1 (N-(3,4-dimethoxy-phenylethyl)-N-benzyl amine). Run in ClC1=CC=CC=C1 (chlorobenzene). The product is COC=1C=C2C(N(C=NC2=CC1OC)CCCN(CCC1=CC(=C(C=C1)OC)OC)CC1=CC=CC=C1)=O (1-(6,7-Dimethoxy-4(3H)-quinazolinone-3-yl)-3-[N-benzyl-N-(2-(3,4-dimethoxy-phenyl)-ethyl)-amino]-propane). As a reaction SMILES: [CH3:1][O:2][C:3]1[CH:4]=[C:5]2[C:10](=[CH:11][C:12]=1[O:13][CH3:14])[N:9]=[CH:8][N:7]([CH2:15][CH2:16][CH2:17]Cl)[C:6]2=[O:19].[CH3:20][O:21][C:22]1[CH:23]=[C:24]([CH2:30][CH2:31][NH:32][CH2:33][C:34]2[CH:39]=[CH:38][CH:37]=[CH:36][CH:35]=2)[CH:25]=[CH:26][C:27]=1[O:28][CH3:29].C(Cl)(Cl)Cl.CO>ClC1C=CC=CC=1>[CH3:1][O:2][C:3]1[CH:4]=[C:5]2[C:10](=[CH:11][C:12]=1[O:13][CH3:14])[N:9]=[CH:8][N:7]([CH2:15][CH2:16][CH2:17][N:32]([CH2:33][C:34]1[CH:39]=[CH:38][CH:37]=[CH:36][CH:35]=1)[CH2:31][CH2:30][C:24]1[CH:25]=[CH:26][C:27]([O:28][CH3:29])=[C:22]([O:21][CH3:20])[CH:23]=1)[C:6]2=[O:19] |f:2.3|. Procedure details: 1-(6,7-Dimethoxy-4(3H)-quinazolinone-3-yl)-3-[N-benzyl-N-(2-(3,4-dimethoxy-phenyl)-ethyl)-amino]-propane was prepared analogous to Example 1 (a) by reaction of 1-(6,7-dimethoxy-4(3H)-quinazolinone-3-yl)-3-chloro-propane with N-(3,4-dimethoxy-phenylethyl)-N-benzyl amine in chlorobenzene. Rf -value (chloroform/methanol = 9.1) : 0.75.